This data is from the Open Reaction Database (ORD), a public repository of structured organic reaction records. The task is: describe an organic reaction: reactants, conditions, products, and yield Reactants: ClC1=CC=C(C=N1)\C(=C(/CC)\C1=CC=CC=C1)\C1=CC=C(C=C1)O ((E)-4-(1-(6-chloropyridin-3-yl)-2-phenylbut-1-enyl)phenol), CNCCNC (N,N′-dimethylethane-1,2-diamine). Product: CN(C1=CC=C(C=N1)\C(=C(/CC)\C1=CC=CC=C1)\C1=CC=C(C=C1)O)CCNC ((E)-4-(1-(6-(methyl(2-(methylamino)ethyl)amino)pyridin-3-yl)-2-phenylbut-1-enyl)phenol). Reaction SMILES: Cl[C:2]1[N:7]=[CH:6][C:5](/[C:8](/[C:18]2[CH:23]=[CH:22][C:21]([OH:24])=[CH:20][CH:19]=2)=[C:9](/[C:12]2[CH:17]=[CH:16][CH:15]=[CH:14][CH:13]=2)\[CH2:10][CH3:11])=[CH:4][CH:3]=1.[CH3:25][NH:26][CH2:27][CH2:28][NH:29][CH3:30]>>[CH3:25][N:26]([CH2:27][CH2:28][NH:29][CH3:30])[C:2]1[N:7]=[CH:6][C:5](/[C:8](/[C:18]2[CH:23]=[CH:22][C:21]([OH:24])=[CH:20][CH:19]=2)=[C:9](/[C:12]2[CH:17]=[CH:16][CH:15]=[CH:14][CH:13]=2)\[CH2:10][CH3:11])=[CH:4][CH:3]=1. Reported procedure: Following the same procedure as described in example 39, step D, (E)-4-(1-(6-chloropyridin-3-yl)-2-phenylbut-1-enyl)phenol (100 mg, 1.0 eq, made from example 2) was reacted with N,N′-dimethylethane-1,2-diamine (262 mg, 10.0 eq) to give the desired product. 1H NMR (400 MHz, CDCl3) δ 8.07 (d, J=2.4 z, 1H), 7.06-7.14 (m, 6H), 6.69 (d, J=8.8 Hz, 2H), 6.49 (d, J=8.8 Hz, 1H), 6.43 (d, J=8.8 Hz, 2H), 3.71 (t, J=6.4 Hz, 2H), 3.08 (s, 3H), 2.88 (t, J=6.4 Hz, 2H), 2.53 (q, J=7.6 Hz, 2H), 2.48 (s, 3H), 0.9... RXN SMILES: [C:8](=[O:9])([OH:10])[CH2:11][CH2:12][CH2:13][P+:14]([c:15]1[cH:16][cH:17][cH:18][cH:19][cH:20]1)([c:21]1[cH:22][cH:23][cH:24][cH:25][cH:26]1)[c:27]1[cH:28][cH:29][cH:30][cH:31][cH:32]1.[CH3:33][O:34][c:35]1[cH:36][cH:37][c:38]([C:39](=[O:40])[c:41]2[cH:42][cH:43][c:44]([O:47][CH3:48])[cH:45][cH:46]2)[cH:49][cH:50]1.[CH3:3][S:4]([CH3:5])=[O:6].[CH3:51][CH2:52][CH2:53][CH2:54][CH2:55][CH3:56].[Cl-:7].[Cl:57][CH2:58][Cl:59].[H-:1].[Na+:2].[O:60]1[CH2:61][CH2:62][CH2:63][CH2:64]1>>[C:8](=[O:9])([OH:10])[CH2:11][CH2:12][CH:13]=[C:39]([c:38]1[cH:37][cH:36][c:35]([O:34][CH3:33])[cH:50][cH:49]1)[c:41]1[cH:42][cH:43][c:44]([O:47][CH3:48])[cH:45][cH:46]1. Yields the product COc1ccc(C(=CCCC(=O)O)c2ccc(OC)cc2)cc1. The reactants are O=C(O)CCC[P+](c1ccccc1)(c1ccccc1)c1ccccc1, COc1ccc(C(=O)c2ccc(OC)cc2)cc1, CS(C)=O, CCCCCC, [Cl-], ClCCl, [H-], [Na+], C1CCOC1. Starting materials: COC(=O)C(=O)Nc1ccc2c(c1)C(C)(C)CCC2(C)C, CO, [K+], [OH-]. The product is CC1(C)CCC(C)(C)c2cc(NC(=O)C(=O)O)ccc21. RXN SMILES: [CH3:1][C:2]1([CH3:21])[CH2:3][CH2:4][C:5]([CH3:19])([CH3:20])[c:6]2[cH:7][cH:8][c:9]([NH:12][C:13](=[O:14])[C:15](=[O:16])[O:17][CH3:18])[cH:10][c:11]21.[CH3:24][OH:25].[K+:23].[OH-:22]>>[CH3:1][C:2]1([CH3:21])[CH2:3][CH2:4][C:5]([CH3:19])([CH3:20])[c:6]2[cH:7][cH:8][c:9]([NH:12][C:13](=[O:14])[C:15](=[O:16])[OH:17])[cH:10][c:11]21. The solvent is CO (methanol). RXN SMILES: [C:1]([O:5][C:6](=[O:35])[NH:7][C:8]1[CH:9]=[C:10]2[CH:16]=[C:15]([C:17]([C:25]3[CH:30]=[CH:29][C:28]([S:31]([CH3:34])(=[O:33])=[O:32])=[CH:27][CH:26]=3)=[CH:18][CH:19]3[CH2:24][CH2:23][O:22][CH2:21][CH2:20]3)[NH:14][C:11]2=[N:12][CH:13]=1)([CH3:4])([CH3:3])[CH3:2]>[Pd].CO>[C:1]([O:5][C:6](=[O:35])[NH:7][C:8]1[CH:9]=[C:10]2[CH:16]=[C:15]([CH:17]([C:25]3[CH:26]=[CH:27][C:28]([S:31]([CH3:34])(=[O:33])=[O:32])=[CH:29][CH:30]=3)[CH2:18][CH:19]3[CH2:20][CH2:21][O:22][CH2:23][CH2:24]3)[NH:14][C:11]2=[N:12][CH:13]=1)([CH3:3])([CH3:4])[CH3:2]. Product: C(C)(C)(C)OC(NC=1C=C2C(=NC1)NC(=C2)C(CC2CCOCC2)C2=CC=C(C=C2)S(=O)(=O)C)=O ({2-[1-(4-methanesulfonyl-phenyl)-2-(tetrahydro-pyran-4-yl)-ethyl]-1H-pyrrolo[2,3-b]pyridin-5-yl}-carbamic acid tert-butyl ester). Procedure: A mixture of {2-[1-(4-methanesulfonyl-phenyl)-2-(tetrahydro-pyran-4-yl)-vinyl]-1H-pyrrolo[2,3-b]pyridin-5-yl}-carbamic acid tert-butyl ester (520 mg, 1.05 mmol) and 10% palladium on activated carbon (0.2 g) in methanol (150 mL) was heated at 50° C. under hydrogen (5 atm) for 12 h. After cooling to room temperature, the catalyst was removed by filtration and washed with ethyl acetate. The filtrate was concentrated in vacuo to give {2-[1-(4-methanesulfonyl-phenyl)-2-(tetrahydro-pyran-4-yl)-ethyl]-... Reactants: C(C)(C)(C)OC(NC=1C=C2C(=NC1)NC(=C2)C(=CC2CCOCC2)C2=CC=C(C=C2)S(=O)(=O)C)=O ({2-[1-(4-methanesulfonyl-phenyl)-2-(tetrahydro-pyran-4-yl)-vinyl]-1H-pyrrolo[2,3-b]pyridin-5-yl}-carbamic acid tert-butyl ester). Reagents/catalysts: [Pd] (palladium on activated carbon). Isolated yield 99.1%. Conditions: temperature 50 celsius. The reactants are COc1ccc(-c2cnc(Nc3cnc(C#N)cn3)cc2NCC2(F)CCN(C(=O)OC(C)(C)C)CC2)cc1, ClCCl, O=C(O)C(F)(F)F. Product: COc1ccc(-c2cnc(Nc3cnc(C#N)cn3)cc2NCC2(F)CCNCC2)cc1. As a reaction SMILES: [C:8](#[N:9])[c:10]1[n:11][cH:12][c:13]([NH:16][c:17]2[n:18][cH:19][c:20](-[c:39]3[cH:40][cH:41][c:42]([O:45][CH3:46])[cH:43][cH:44]3)[c:21]([NH:23][CH2:24][C:25]3([F:38])[CH2:26][CH2:27][N:28]([C:31]([O:32][C:33]([CH3:34])([CH3:35])[CH3:36])=[O:37])[CH2:29][CH2:30]3)[cH:22]2)[n:14][cH:15]1.[Cl:47][CH2:48][Cl:49].[OH:1][C:2]([C:3]([F:4])([F:5])[F:6])=[O:7]>>[C:8](#[N:9])[c:10]1[n:11][cH:12][c:13]([NH:16][c:17]2[n:18][cH:19][c:20](-[c:39]3[cH:40][cH:41][c:42]([O:45][CH3:46])[cH:43][cH:44]3)[c:21]([NH:23][CH2:24][C:25]3([F:38])[CH2:26][CH2:27][NH:28][CH2:29][CH2:30]3)[cH:22]2)[n:14][cH:15]1. The reactants are ClC=1C=C(C=CC1Cl)C1=NNC(=N1)N (3-(3,4-dichlorophenyl)-1H-1,2,4-triazol-5-amine), N1N=NC2=C1C=CC(=C2)C(CC(=O)OCC)=O (ethyl 3-(1H-benzo[d][1,2,3]triazol-5-yl)-3-oxopropanoate), CC=1C=CC(=CC1)S(=O)(=O)O (TsOH). The solvent is CCCCO (n-BuOH). Conditions: temperature 130 celsius, time 24 hour. Yields the product N1N=NC2=C1C=CC(=C2)C=2NC=1N(C(C2)=O)N=C(N1)C1=CC(=C(C=C1)Cl)Cl (5-(1H-benzo[d][1,2,3]triazol-5-yl)-2-(3,4-dichlorophenyl)-[1,2,4]triazolo[1,5-α]pyrimidin-7(4H)-one). Isolated yield 40.1%. As a reaction SMILES: [Cl:1][C:2]1[CH:3]=[C:4]([C:9]2[N:13]=[C:12]([NH2:14])[NH:11][N:10]=2)[CH:5]=[CH:6][C:7]=1[Cl:8].[NH:15]1[C:19]2[CH:20]=[CH:21][C:22]([C:24](=O)[CH2:25][C:26](OCC)=[O:27])=[CH:23][C:18]=2[N:17]=[N:16]1.CC1C=CC(S(O)(=O)=O)=CC=1>CCCCO>[NH:15]1[C:19]2[CH:20]=[CH:21][C:22]([C:24]3[NH:14][C:12]4[N:11]([N:10]=[C:9]([C:4]5[CH:5]=[CH:6][C:7]([Cl:8])=[C:2]([Cl:1])[CH:3]=5)[N:13]=4)[C:26](=[O:27])[CH:25]=3)=[CH:23][C:18]=2[N:17]=[N:16]1. Reported procedure: To a solution of 3-(3,4-dichlorophenyl)-1H-1,2,4-triazol-5-amine (100 mg, 0.44 mmol) in n-BuOH (1 ml) was added ethyl 3-(1H-benzo[d][1,2,3]triazol-5-yl)-3-oxopropanoate (300 mg, 1.28 mmol) and TsOH (5 mg, 0.03 mmol), and the resulting mixture was stirred for 24 h at 130° C. The solids were collected by filtration and washed with methanol (10 ml) to afford 5-(1H-benzo[d][1,2,3]triazol-5-yl)-2-(3,4-dichlorophenyl)-[1,2,4]triazolo[1,5-α]pyrimidin-7(4H)-one as a light yellow solid (70.2 mg, 40%). The reactants are C=CCCCCCC(NC(=O)OC(C)(C)C)C(=O)O, CC(C)(C)C(=O)Cl, C=CC1CC1(NC(=O)C1CC(OC(=O)N2Cc3cccc(F)c3C2)CN1)C(=O)OCC, C1CCOC1, CN1CCOCC1, C1CCC([NH2+]C2CCCCC2)CC1, Cl, O. The product is C=CCCCCCC(NC(=O)OC(C)(C)C)C(=O)N1CC(OC(=O)N2Cc3cccc(F)c3C2)CC1C(=O)NC1(C(=O)OCC)CC1C=C. As a reaction SMILES: [C:14]([CH3:15])([CH3:16])([CH3:17])[O:18][C:19](=[O:20])[NH:21][CH:22]([C:23](=[O:24])[OH:25])[CH2:26][CH2:27][CH2:28][CH2:29][CH2:30][CH:31]=[CH2:32].[C:40]([Cl:41])(=[O:42])[C:43]([CH3:44])([CH3:45])[CH3:46].[CH2:47]([CH3:48])[O:49][C:50](=[O:51])[C:52]1([NH:57][C:58](=[O:59])[CH:60]2[CH2:61][CH:62]([O:65][C:66](=[O:67])[N:68]3[CH2:69][c:70]4[cH:71][cH:72][cH:73][c:74]([F:77])[c:75]4[CH2:76]3)[CH2:63][NH:64]2)[CH:53]([CH:55]=[CH2:56])[CH2:54]1.[CH2:79]1[O:80][CH2:81][CH2:82][CH2:83]1.[CH3:33][N:34]1[CH2:35][CH2:36][O:37][CH2:38][CH2:39]1.[CH:1]1([NH2+:2][CH:3]2[CH2:4][CH2:5][CH2:6][CH2:7][CH2:8]2)[CH2:9][CH2:10][CH2:11][CH2:12][CH2:13]1.[ClH:78].[OH2:84]>>[C:14]([CH3:15])([CH3:16])([CH3:17])[O:18][C:19](=[O:20])[NH:21][CH:22]([C:23](=[O:25])[N:64]1[CH:60]([C:58]([NH:57][C:52]2([C:50]([O:49][CH2:47][CH3:48])=[O:51])[CH:53]([CH:55]=[CH2:56])[CH2:54]2)=[O:59])[CH2:61][CH:62]([O:65][C:66](=[O:67])[N:68]2[CH2:69][c:70]3[cH:71][cH:72][cH:73][c:74]([F:77])[c:75]3[CH2:76]2)[CH2:63]1)[CH2:26][CH2:27][CH2:28][CH2:29][CH2:30][CH:31]=[CH2:32]. Starting materials: C(C)(C)(C)NS(=O)(=O)C1=CC(=CC=C1)C=1N=CN(C1)C1=NC(=CC(=N1)C)C1=CC(=C(C=C1)Cl)Cl (N-tert-butyl-3-{1-[6-(3,4-dichloro-phenyl)-4-methyl-pyrimidin-2-yl]-1H-imidazol-4-yl}-benzenesulfonamide), C(=O)(C(F)(F)F)O (TFA). Solvent: ClCCl (dichloromethane). Reaction conditions: time 15 hour. Yields the product ClC=1C=C(C=CC1Cl)C1=NC(=NC(=C1)C)N1C=NC(=C1)C=1C=C(C=CC1)S(=O)(=O)N (3-{1-[4-(3,4-Dichloro-phenyl)-6-methyl-pyrimidin-2-yl]-1H-imidazol-4-yl}-benzenesulfonamide). Isolated yield 87.8%. Reaction SMILES: C([NH:5][S:6]([C:9]1[CH:14]=[CH:13][CH:12]=[C:11]([C:15]2[N:16]=[CH:17][N:18]([C:20]3[N:25]=[C:24]([CH3:26])[CH:23]=[C:22]([C:27]4[CH:32]=[CH:31][C:30]([Cl:33])=[C:29]([Cl:34])[CH:28]=4)[N:21]=3)[CH:19]=2)[CH:10]=1)(=[O:8])=[O:7])(C)(C)C.C(O)(C(F)(F)F)=O>ClCCl>[Cl:34][C:29]1[CH:28]=[C:27]([C:22]2[CH:23]=[C:24]([CH3:26])[N:25]=[C:20]([N:18]3[CH:19]=[C:15]([C:11]4[CH:10]=[C:9]([S:6]([NH2:5])(=[O:8])=[O:7])[CH:14]=[CH:13][CH:12]=4)[N:16]=[CH:17]3)[N:21]=2)[CH:32]=[CH:31][C:30]=1[Cl:33]. Procedure details: To a cooled and stirred solution of N-tert-butyl-3-{1-[6-(3,4-dichloro-phenyl)-4-methyl-pyrimidin-2-yl]-1H-imidazol-4-yl}-benzenesulfonamide (0.23 g) in dichloromethane (3 mL) was added TFA (3 mL) and the reaction mixture was allowed to stir at room temperature for 15 h. The mixture was evaporated to dryness and saturated NaHCO3 solution (3 mL), diethyl ether and heptane were added. The mixture was stirred at room temperature for 1 h, the precipitate was collected by filtration, washed with wate...